This data is from the Open Reaction Database (ORD), a public repository of structured organic reaction records. The task is: describe an organic reaction: reactants, conditions, products, and yield The product is Cc1nc(-c2cc(-c3cnn(C4CCN(C(=O)OC(C)(C)C)CC4)c3)cnc2N)cc2ccccc12. Reactants: CC(C)(C)OC(=O)N1CCC(n2cc(-c3cnc(N)c(B4OC(C)(C)C(C)(C)O4)c3)cn2)CC1, O=C([O-])[O-], C1COCCO1, Cc1nc(OS(=O)(=O)C(F)(F)F)cc2ccccc12, [Cs+], [Cs+], O, c1ccc(P(c2ccccc2)(c2ccccc2)[Pd](P(c2ccccc2)(c2ccccc2)c2ccccc2)(P(c2ccccc2)(c2ccccc2)c2ccccc2)P(c2ccccc2)(c2ccccc2)c2ccccc2)cc1. As a reaction SMILES: [C:1]([CH3:2])([CH3:3])([CH3:4])[O:5][C:6](=[O:7])[N:8]1[CH2:9][CH2:10][CH:11]([n:14]2[n:15][cH:16][c:17](-[c:19]3[cH:20][n:21][c:22]([NH2:34])[c:23]([B:25]4[O:26][C:27]([CH3:28])([CH3:29])[C:30]([CH3:31])([CH3:32])[O:33]4)[cH:24]3)[cH:18]2)[CH2:12][CH2:13]1.[C:60](=[O:61])([O-:62])[O-:63].[CH2:54]1[O:55][CH2:56][CH2:57][O:58][CH2:59]1.[CH3:35][c:36]1[n:37][c:38]([O:46][S:47]([C:48]([F:49])([F:50])[F:51])(=[O:52])=[O:53])[cH:39][c:40]2[cH:41][cH:42][cH:43][cH:44][c:45]12.[Cs+:64].[Cs+:65].[OH2:66].[cH:67]1[cH:68][cH:69][c:70]([P:71]([Pd:72]([P:73]([c:74]2[cH:75][cH:76][cH:77][cH:78][cH:79]2)([c:80]2[cH:81][cH:82][cH:83][cH:84][cH:85]2)[c:86]2[cH:87][cH:88][cH:89][cH:90][cH:91]2)([P:92]([c:93]2[cH:94][cH:95][cH:96][cH:97][cH:98]2)([c:99]2[cH:100][cH:101][cH:102][cH:103][cH:104]2)[c:105]2[cH:106][cH:107][cH:108][cH:109][cH:110]2)[P:111]([c:112]2[cH:113][cH:114][cH:115][cH:116][cH:117]2)([c:118]2[cH:119][cH:120][cH:121][cH:122][cH:123]2)[c:124]2[cH:125][cH:126][cH:127][cH:128][cH:129]2)([c:130]2[cH:131][cH:132][cH:133][cH:134][cH:135]2)[c:136]2[cH:137][cH:138][cH:139][cH:140][cH:141]2)[cH:142][cH:143]1>>[C:1]([CH3:2])([CH3:3])([CH3:4])[O:5][C:6](=[O:7])[N:8]1[CH2:9][CH2:10][CH:11]([n:14]2[n:15][cH:16][c:17](-[c:19]3[cH:20][n:21][c:22]([NH2:34])[c:23](-[c:38]4[n:37][c:36]([CH3:35])[c:45]5[c:40]([cH:39]4)[cH:41][cH:42][cH:43][cH:44]5)[cH:24]3)[cH:18]2)[CH2:12][CH2:13]1. Starting materials: O.C(C)(C)(C)OC(=O)N[C@H](CC(C)C)C(=O)O (N-tert-butoxycarbonyl-D-leucine monohydrate), ON1N=NC2=C1C=CC=C2 (1-hydroxybenzotriazole), Cl.C(C)N=C=NCCCN(C)C (1-ethyl-3-(3-dimethylaminopropyl)carbodiimide hydrochloride), Cl.Cl.NC1C(NC2=C(C=CC=C2C1)N)=O (3,8-Diamino-3,4-dihydroquinolin-2(1H)-one dihydrochloride), resultant mixture, C([O-])(O)=O.[Na+] (sodium bicarbonate). Solvent: C(C)N(CC)CC (triethylamine), CN(C)C=O (N,N-dimethylformaldehyde), O (water), C(C)(=O)OCC (ethyl acetate). Run at time 1 hour. Yields the product NC=1C=CC=C2CC(C(NC12)=O)NC([C@@H](CC(C)C)NC(OC(C)(C)C)=O)=O (tert-butyl (2R)-1-(8-amino-2-oxo-1,2,3,4-tetrahydroquinolin-3-ylamino)-4-methyl-1-oxopentan-2-ylcarbamate). Yield: 88.3%. RXN SMILES: Cl.Cl.[NH2:3][CH:4]1[CH2:13][C:12]2[C:7](=[C:8]([NH2:14])[CH:9]=[CH:10][CH:11]=2)[NH:6][C:5]1=[O:15].O.[C:17]([O:21][C:22]([NH:24][C@@H:25]([C:30](O)=[O:31])[CH2:26][CH:27]([CH3:29])[CH3:28])=[O:23])([CH3:20])([CH3:19])[CH3:18].ON1C2C=CC=CC=2N=N1.Cl.C(N=C=NCCCN(C)C)C.C(=O)(O)[O-].[Na+]>CN(C=O)C.O.C(OCC)(=O)C.C(N(CC)CC)C>[NH2:14][C:8]1[CH:9]=[CH:10][CH:11]=[C:12]2[C:7]=1[NH:6][C:5](=[O:15])[CH:4]([NH:3][C:30](=[O:31])[C@H:25]([NH:24][C:22](=[O:23])[O:21][C:17]([CH3:20])([CH3:19])[CH3:18])[CH2:26][CH:27]([CH3:29])[CH3:28])[CH2:13]2 |f:0.1.2,3.4,6.7,8.9|. Reported procedure: 3,8-Diamino-3,4-dihydroquinolin-2(1H)-one dihydrochloride (9.0 g) was suspended in N,N-dimethylformaldehyde (90 mL), and triethylamine (15 mL) was added to the suspension under cooling on ice. Subsequently, N-tert-butoxycarbonyl-D-leucine monohydrate (9.87 g), 1-hydroxybenzotriazole (4.86 g), and 1-ethyl-3-(3-dimethylaminopropyl)carbodiimide hydrochloride (7.67 g) were sequentially added to the mixture, followed by stirring at room temperature for one hour. To the resultant mixture were added sa... The reactants are P(=O)(OCCCCCCCCCCCCCCCCCCCCCC)([O-])[O-] (Behenyl Phosphate), P(=O)(OCCCCCCCCCCCC)([O-])[O-] (Lauryl Phosphate). Reaction conditions: temperature 70 celsius. Product: P(=O)(OCCCCCCCCCCCCCCCCCCCCCC)([O-])[O-].P(=O)(OCCCCCCCCCCCC)([O-])[O-] (Behenyl Phosphate Lauryl Phosphate). As a reaction SMILES: [P:1]([O-:27])([O-:26])([O:3][CH2:4][CH2:5][CH2:6][CH2:7][CH2:8][CH2:9][CH2:10][CH2:11][CH2:12][CH2:13][CH2:14][CH2:15][CH2:16][CH2:17][CH2:18][CH2:19][CH2:20][CH2:21][CH2:22][CH2:23][CH2:24][CH3:25])=[O:2].[P:28]([O-:44])([O-:43])([O:30][CH2:31][CH2:32][CH2:33][CH2:34][CH2:35][CH2:36][CH2:37][CH2:38][CH2:39][CH2:40][CH2:41][CH3:42])=[O:29]>>[P:1]([O-:26])([O-:27])([O:3][CH2:4][CH2:5][CH2:6][CH2:7][CH2:8][CH2:9][CH2:10][CH2:11][CH2:12][CH2:13][CH2:14][CH2:15][CH2:16][CH2:17][CH2:18][CH2:19][CH2:20][CH2:21][CH2:22][CH2:23][CH2:24][CH3:25])=[O:2].[P:28]([O-:43])([O-:44])([O:30][CH2:31][CH2:32][CH2:33][CH2:34][CH2:35][CH2:36][CH2:37][CH2:38][CH2:39][CH2:40][CH2:41][CH3:42])=[O:29] |f:2.3|. Reported procedure: To a stirred vessel was added 60 percent w/w of the PEG-5 behenyl phosphate of Example 2 and 40 percent w/w of the lauryl phosphate of Example 1. The vessel contents were heated to 70° C. and allowed to mix for 30 minutes, and then recovered as a mixture of mono- and diester phosphates of PEG-5 behenyl alcohol and lauryl alcohol having an acid value of 169.5 mg KOH. Reactants: OC=1C=C(C=CC1OC)NC=1SC=C(N1)C(=O)OCC (ethyl 2-(3-hydroxy-4-methoxyphenylamino)thiazole-4-carboxylate), C(=O)([O-])[O-].[K+].[K+] (K2CO3), BrCC=C(C)C (4-bromo-2-methyl-2-butene). Run in CC(=O)C (acetone). Product: COC1=C(C=C(C=C1)NC=1SC=C(N1)C(=O)OCC)OCC=C(C)C (Ethyl 2-(4-methoxy-3-(3-methylbut-2-enyloxy)phenylamino)thiazole-4-carboxylate). Isolated yield 42.0%. As a reaction SMILES: [OH:1][C:2]1[CH:3]=[C:4]([NH:10][C:11]2[S:12][CH:13]=[C:14]([C:16]([O:18][CH2:19][CH3:20])=[O:17])[N:15]=2)[CH:5]=[CH:6][C:7]=1[O:8][CH3:9].C([O-])([O-])=O.[K+].[K+].Br[CH2:28][CH:29]=[C:30]([CH3:32])[CH3:31]>CC(C)=O>[CH3:9][O:8][C:7]1[CH:6]=[CH:5][C:4]([NH:10][C:11]2[S:12][CH:13]=[C:14]([C:16]([O:18][CH2:19][CH3:20])=[O:17])[N:15]=2)=[CH:3][C:2]=1[O:1][CH2:28][CH:29]=[C:30]([CH3:32])[CH3:31] |f:1.2.3|. Procedure: Following the general procedure for O-alkylation, Method A, a mixture of ethyl 2-(3-hydroxy-4-methoxyphenylamino)thiazole-4-carboxylate (139 mg, 0.47 mmol) and K2CO3 (72 mg, 0.52 mmol) in acetone (4.7 mL) was treated with 4-bromo-2-methyl-2-butene (0.066 mL, 0.56 mmol). The reaction mixture was heated at reflux for 4 h. The title compound was obtained after purification by flash chromatography on silica gel (hexane:EtOAc 7/3) in 42% yield (71 mg).